Task: describe an organic reaction: reactants, conditions, products, and yield. Dataset: the Open Reaction Database (ORD), a public repository of structured organic reaction records Reactants: CN(C)C=O, Cc1[nH]c(=O)[nH]c(=O)c1[N+](=O)[O-]. The product is CN(C)C=Cc1[nH]c(=O)[nH]c(=O)c1[N+](=O)[O-]. As a reaction SMILES: [CH3:13][N:14]([CH:15]=[O:16])[CH3:17].[CH3:1][c:2]1[c:3]([N+:10](=[O:11])[O-:12])[c:4](=[O:9])[nH:5][c:6](=[O:8])[nH:7]1>>[CH:1]([c:2]1[c:3]([N+:10](=[O:11])[O-:12])[c:4](=[O:9])[nH:5][c:6](=[O:8])[nH:7]1)=[CH:15][N:14]([CH3:13])[CH3:17]. Reactants: ClC1=C(C=CC=C1)C1=C(C=NO1)C(=O)O (5-(2-chlorophenyl)isoxazole-4-carboxylic acid), COC[C@@H]1NCCC1 ((R)-2-methoxymethyl-pyrrolidine). Yields the product ClC1=C(C=CC=C1)C1=C(C=NO1)C(=O)N1[C@H](CCC1)COC (5-(2-Chlorophenyl)-4-{[(2R)-2-(methoxymethyl)pyrrolidin-1-yl]carbonyl}isoxazole), solid. RXN SMILES: [Cl:1][C:2]1[CH:7]=[CH:6][CH:5]=[CH:4][C:3]=1[C:8]1[O:12][N:11]=[CH:10][C:9]=1[C:13]([OH:15])=O.[CH3:16][O:17][CH2:18][C@H:19]1[CH2:23][CH2:22][CH2:21][NH:20]1>>[Cl:1][C:2]1[CH:7]=[CH:6][CH:5]=[CH:4][C:3]=1[C:8]1[O:12][N:11]=[CH:10][C:9]=1[C:13]([N:20]1[CH2:21][CH2:22][CH2:23][C@@H:19]1[CH2:18][O:17][CH3:16])=[O:15]. Reported procedure: The title compound was prepared from 5-(2-chlorophenyl)isoxazole-4-carboxylic acid (11.2 mg, 0.050 mmol) and (R)-2-methoxymethyl-pyrrolidine (6.9 mg, 0.060 mmol) as described in synthetic method C and thereafter purified by preparative HPLC method B to give a solid (8.5 mg). Calcd for C16H17ClN2O3: 320.0928, found 320.0924. Starting materials: CCOC(=O)CCC1(C)CCCc2ccccc21, CCO, [Na+], [OH-], O. Yields the product CC1(CCC(=O)O)CCCc2ccccc21. RXN SMILES: [CH2:3]([CH3:4])[O:5][C:6]([CH2:7][CH2:8][C:9]1([CH3:19])[CH2:10][CH2:11][CH2:12][c:13]2[cH:14][cH:15][cH:16][cH:17][c:18]21)=[O:20].[CH3:22][CH2:23][OH:24].[Na+:2].[OH-:1].[OH2:21]>>[O:5]=[C:6]([CH2:7][CH2:8][C:9]1([CH3:19])[CH2:10][CH2:11][CH2:12][c:13]2[cH:14][cH:15][cH:16][cH:17][c:18]21)[OH:20]. Reactants: [N+](=O)([O-])C=1C=C(C(=CC1)F)C=1OC2=C(N1)C=C(C=C2Cl)Cl (2-(3-nitro-6-fluorophenyl)-5,7-dichlorobenzoxazole), C(CC)N (propylamine). Yields the product [N+](=O)([O-])C=1C=C(C(=CC1)NCCC)C=1OC2=C(N1)C=C(C=C2Cl)Cl (2-(3-Nitro-6-propylaminophenyl)-5,7-dichlorobenzoxazole). RXN SMILES: [N+:1]([C:4]1[CH:5]=[C:6]([C:11]2[O:12][C:13]3[C:19]([Cl:20])=[CH:18][C:17]([Cl:21])=[CH:16][C:14]=3[N:15]=2)[C:7](F)=[CH:8][CH:9]=1)([O-:3])=[O:2].[CH2:22]([NH2:25])[CH2:23][CH3:24]>>[N+:1]([C:4]1[CH:5]=[C:6]([C:11]2[O:12][C:13]3[C:19]([Cl:20])=[CH:18][C:17]([Cl:21])=[CH:16][C:14]=3[N:15]=2)[C:7]([NH:25][CH2:22][CH2:23][CH3:24])=[CH:8][CH:9]=1)([O-:3])=[O:2]. Reported procedure: Prepared by the method of Example 54a), from 2-(3-nitro-6-fluorophenyl)-5,7-dichlorobenzoxazole (250 mg, 0.8 mmol) and propylamine (328 μL, 4.0 mmol) the subtitle compound was obtained. The product was used directly in the next step without purification.